Dataset: the Open Reaction Database (ORD), a public repository of structured organic reaction records. Task: describe an organic reaction: reactants, conditions, products, and yield Reactants: O=[N+]([O-])c1cc(F)c(Cl)c(Br)c1Cl, CCO, Cl, [Fe], O. The product is Nc1cc(F)c(Cl)c(Br)c1Cl. Reaction SMILES: [Br:5][c:6]1[c:7]([Cl:17])[c:8]([N+:14]([O-:15])=[O:16])[cH:9][c:10]([F:13])[c:11]1[Cl:12].[CH3:2][CH2:3][OH:4].[ClH:1].[Fe:19].[OH2:18]>>[Br:5][c:6]1[c:7]([Cl:17])[c:8]([NH2:14])[cH:9][c:10]([F:13])[c:11]1[Cl:12]. The reactants are B, CO, CSC, CCOC(C)=O, C1CCOC1, O=C(O)Cc1ccc2nsnc2c1. Yields the product OCCc1ccc2nsnc2c1. Reaction SMILES: [BH3:4].[CH3:18][OH:19].[CH3:1][S:2][CH3:3].[CH3:25][CH2:26][O:27][C:28](=[O:29])[CH3:30].[O:20]1[CH2:21][CH2:22][CH2:23][CH2:24]1.[n:5]1[c:6]2[c:7]([n:8][s:9]1)[cH:10][c:11]([CH2:14][C:15](=[O:16])[OH:17])[cH:12][cH:13]2>>[n:5]1[c:6]2[c:7]([n:8][s:9]1)[cH:10][c:11]([CH2:14][CH2:15][OH:16])[cH:12][cH:13]2. Reactants: BrCC(=O)OC (methyl bromoacetate), CC=1C=C(C=C(C1)C)CN1C2=CC=CC(=C2C=2C(=CC=CC12)O)C(N)=O (9-[(3,5-dimethylphenyl)methyl]-4-hydroxy-5-carbamoyl carbazole), resultant mixture. Solvent: C(C)(=O)OCC (ethyl acetate), CN(C)C=O (DMF). Run at time 3 minute. Product: CC=1C=C(C=C(C1)C)CN1C2=CC=CC(=C2C=2C(=CC=CC12)OCC(=O)OC)C(N)=O ({9-[(3,5-dimethylphenyl)methyl]-5-carbamoylcarbazol-4-yl}oxyacetic acid, methyl ester). The yield is 72.4%. Reaction SMILES: [CH3:1][C:2]1[CH:3]=[C:4]([CH2:9][N:10]2[C:22]3[CH:21]=[CH:20][CH:19]=[C:18]([OH:23])[C:17]=3[C:16]3[C:11]2=[CH:12][CH:13]=[CH:14][C:15]=3[C:24](=[O:26])[NH2:25])[CH:5]=[C:6]([CH3:8])[CH:7]=1.Br[CH2:28][C:29]([O:31][CH3:32])=[O:30]>CN(C=O)C.C(OCC)(=O)C>[CH3:1][C:2]1[CH:3]=[C:4]([CH2:9][N:10]2[C:22]3[CH:21]=[CH:20][CH:19]=[C:18]([O:23][CH2:28][C:29]([O:31][CH3:32])=[O:30])[C:17]=3[C:16]3[C:11]2=[CH:12][CH:13]=[CH:14][C:15]=3[C:24](=[O:26])[NH2:25])[CH:5]=[C:6]([CH3:8])[CH:7]=1. Reported procedure: 40% Methanolic Triton B (0.13 mL, 0.28 mM) was added to a solution of the 9-[(3,5-dimethylphenyl)methyl]-4-hydroxy-5-carbamoyl carbazole (80 mg, 0.23 mM) in 8 mL DMF at room temperature. After 3 minutes, methyl bromoacetate (43 mg, 0.28 mM) was added and the resultant mixture stirred at room temperature for 17 hours. The mixture was diluted with ethyl acetate, washed with H2O, and saturated brine, dried over magnesium sulfate, filtered, and concentrated. The residue was purified by column chroma...